This data is from the Open Reaction Database (ORD), a public repository of structured organic reaction records. The task is: describe an organic reaction: reactants, conditions, products, and yield Reactants: [Br-], C=C[Mg+], Cl, C1CCOC1, COC(=O)c1c2c(c3ccccc3c1OC)OC(c1ccccc1)(c1ccccc1)C=C2. Yields the product C=Cc1c(C(=O)OC)c2c(c3ccccc13)OC(c1ccccc1)(c1ccccc1)C=C2. RXN SMILES: [Br-:33].[CH:34](=[CH2:35])[Mg+:36].[ClH:37].[O:38]1[CH2:39][CH2:40][CH2:41][CH2:42]1.[c:1]1([C:7]2([c:27]3[cH:28][cH:29][cH:30][cH:31][cH:32]3)[CH:8]=[CH:9][c:10]3[c:11]([c:13]4[cH:14][cH:15][cH:16][cH:17][c:18]4[c:19]([O:25][CH3:26])[c:20]3[C:21](=[O:22])[O:23][CH3:24])[O:12]2)[cH:2][cH:3][cH:4][cH:5][cH:6]1>>[c:1]1([C:7]2([c:27]3[cH:28][cH:29][cH:30][cH:31][cH:32]3)[CH:8]=[CH:9][c:10]3[c:11]([c:13]4[cH:14][cH:15][cH:16][cH:17][c:18]4[c:19]([CH:34]=[CH2:35])[c:20]3[C:21](=[O:22])[O:23][CH3:24])[O:12]2)[cH:2][cH:3][cH:4][cH:5][cH:6]1. Reactants: CC(=O)Nc1ccc(C(=O)O)c([N+](=O)[O-])c1, [K+], [OH-]. The product is Nc1ccc(C(=O)O)c([N+](=O)[O-])c1. RXN SMILES: [C:1](=[O:2])([CH3:3])[NH:4][c:5]1[cH:6][c:7]([N+:14](=[O:15])[O-:16])[c:8]([C:9](=[O:10])[OH:11])[cH:12][cH:13]1.[K+:18].[OH-:17]>>[NH2:4][c:5]1[cH:6][c:7]([N+:14](=[O:15])[O-:16])[c:8]([C:9](=[O:10])[OH:11])[cH:12][cH:13]1. Reactants: [BH4-], O=[N+]([O-])c1cc(OCc2ccccc2)c(C2CCCCC2)cc1C(F)(F)F, CO, [Na+], Cl[Ni]Cl. Product: Nc1cc(OCc2ccccc2)c(C2CCCCC2)cc1C(F)(F)F. Reaction SMILES: [BH4-:28].[CH2:1]([c:2]1[cH:3][cH:4][cH:5][cH:6][cH:7]1)[O:8][c:9]1[c:10]([CH:22]2[CH2:23][CH2:24][CH2:25][CH2:26][CH2:27]2)[cH:11][c:12]([C:18]([F:19])([F:20])[F:21])[c:13]([N+:15]([O-:16])=[O:17])[cH:14]1.[CH3:30][OH:31].[Na+:29].[Ni:32]([Cl:33])[Cl:34]>>[CH2:1]([c:2]1[cH:3][cH:4][cH:5][cH:6][cH:7]1)[O:8][c:9]1[c:10]([CH:22]2[CH2:23][CH2:24][CH2:25][CH2:26][CH2:27]2)[cH:11][c:12]([C:18]([F:19])([F:20])[F:21])[c:13]([NH2:15])[cH:14]1. Starting materials: CCOC(=O)C(F)=C(C)C=CC(F)=C(CC)c1cc2c(cc1OCC)C(C)(C)CCC2(C)C, CCO, [Na+], [OH-]. Product: CCOc1cc2c(cc1C(CC)=C(F)C=CC(C)=C(F)C(=O)O)C(C)(C)CCC2(C)C. RXN SMILES: [CH2:1]([CH3:2])[O:3][C:4]([C:5](=[C:6]([CH:7]=[CH:8][C:9](=[C:10]([CH2:11][CH3:12])[c:13]1[cH:14][c:15]2[c:20]([cH:21][c:22]1[O:23][CH2:24][CH3:25])[C:19]([CH3:26])([CH3:27])[CH2:18][CH2:17][C:16]2([CH3:28])[CH3:29])[F:30])[CH3:31])[F:32])=[O:33].[CH3:36][CH2:37][OH:38].[Na+:35].[OH-:34]>>[O:3]=[C:4]([C:5](=[C:6]([CH:7]=[CH:8][C:9](=[C:10]([CH2:11][CH3:12])[c:13]1[cH:14][c:15]2[c:20]([cH:21][c:22]1[O:23][CH2:24][CH3:25])[C:19]([CH3:26])([CH3:27])[CH2:18][CH2:17][C:16]2([CH3:28])[CH3:29])[F:30])[CH3:31])[F:32])[OH:33]. Reaction SMILES: [C:1]([CH3:2])([CH3:3])([CH3:4])[c:5]1[s:6][c:7](-[c:10]2[n:11][n:12](-[c:24]3[c:25]([Cl:31])[cH:26][c:27]([Cl:30])[cH:28][cH:29]3)[c:13](-[c:17]3[cH:18][cH:19][c:20]([Cl:23])[cH:21][cH:22]3)[c:14]2[S:15][CH3:16])[n:8][n:9]1.[Cl:48][CH2:49][Cl:50].[Na+:47].[O-:43][C:44]([OH:45])=[O:46].[OH:32][O:33][C:34]([c:35]1[cH:36][c:37]([Cl:38])[cH:39][cH:40][cH:41]1)=[O:42]>>[C:1]([CH3:2])([CH3:3])([CH3:4])[c:5]1[s:6][c:7](-[c:10]2[n:11][n:12](-[c:24]3[c:25]([Cl:31])[cH:26][c:27]([Cl:30])[cH:28][cH:29]3)[c:13](-[c:17]3[cH:18][cH:19][c:20]([Cl:23])[cH:21][cH:22]3)[c:14]2[S:15]([CH3:16])=[O:32])[n:8][n:9]1. Product: CS(=O)c1c(-c2nnc(C(C)(C)C)s2)nn(-c2ccc(Cl)cc2Cl)c1-c1ccc(Cl)cc1. Starting materials: CSc1c(-c2nnc(C(C)(C)C)s2)nn(-c2ccc(Cl)cc2Cl)c1-c1ccc(Cl)cc1, ClCCl, [Na+], O=C([O-])O, O=C(OO)c1cccc(Cl)c1.